Dataset: the Open Reaction Database (ORD), a public repository of structured organic reaction records. Task: describe an organic reaction: reactants, conditions, products, and yield The reactants are C1CCOC1, CCN(C(C)C)C(C)C, Cc1cccc(-c2[nH]c(C3CCNCC3)nc2-c2ccc3c(c2)OCO3)n1, O=S(=O)(Cl)Cc1ccccc1. Yields the product Cc1cccc(-c2[nH]c(C3CCN(S(=O)(=O)Cc4ccccc4)CC3)nc2-c2ccc3c(c2)OCO3)n1. Reaction SMILES: [CH2:48]1[O:49][CH2:50][CH2:51][CH2:52]1.[CH:12]([N:13]([CH:14]([CH3:15])[CH3:16])[CH2:17][CH3:18])([CH3:19])[CH3:20].[O:21]1[CH2:22][O:23][c:24]2[c:25]1[cH:26][cH:27][c:28](-[c:30]1[c:31](-[c:41]3[n:42][c:43]([CH3:47])[cH:44][cH:45][cH:46]3)[nH:32][c:33]([CH:35]3[CH2:36][CH2:37][NH:38][CH2:39][CH2:40]3)[n:34]1)[cH:29]2.[c:1]1([CH2:7][S:8](=[O:9])(=[O:10])[Cl:11])[cH:2][cH:3][cH:4][cH:5][cH:6]1>>[c:1]1([CH2:7][S:8](=[O:9])(=[O:10])[N:38]2[CH2:37][CH2:36][CH:35]([c:33]3[nH:32][c:31](-[c:41]4[n:42][c:43]([CH3:47])[cH:44][cH:45][cH:46]4)[c:30](-[c:28]4[cH:27][cH:26][c:25]5[c:24]([cH:29]4)[O:23][CH2:22][O:21]5)[n:34]3)[CH2:40][CH2:39]2)[cH:2][cH:3][cH:4][cH:5][cH:6]1. The reactants are C1CCOC1, COC(=O)c1ccc(NC(=O)c2cc(COc3ccccc3F)cc(OC(C)C)c2)nc1, Cl, [Na+], [OH-]. Yields the product CC(C)Oc1cc(COc2ccccc2F)cc(C(=O)Nc2ccc(C(=O)O)cn2)c1. Reaction SMILES: [CH2:36]1[O:37][CH2:38][CH2:39][CH2:40]1.[CH:3]([CH3:4])([CH3:5])[O:6][c:7]1[cH:8][c:9]([C:10](=[O:11])[NH:12][c:13]2[n:14][cH:15][c:16]([C:19](=[O:20])[O:21][CH3:22])[cH:17][cH:18]2)[cH:23][c:24]([CH2:26][O:27][c:28]2[c:29]([F:34])[cH:30][cH:31][cH:32][cH:33]2)[cH:25]1.[ClH:35].[Na+:2].[OH-:1]>>[CH:3]([CH3:4])([CH3:5])[O:6][c:7]1[cH:8][c:9]([C:10](=[O:11])[NH:12][c:13]2[n:14][cH:15][c:16]([C:19](=[O:20])[OH:21])[cH:17][cH:18]2)[cH:23][c:24]([CH2:26][O:27][c:28]2[c:29]([F:34])[cH:30][cH:31][cH:32][cH:33]2)[cH:25]1. Reactants: C1CCN2[C@@H]1C(NC1=C(C2=O)C=CC=C1)=O ((S)-(+)-2,3-dihydro-1H-pyrrolo[2,1-c][1,4]benzodiazapine-5,11(10H,11aH)-dione), [H-].[Na+] (NaH), O (water), CI (methyl iodide). Run in CN(C)C=O (DMF). Reaction conditions: time 1 hour. The product is CN1C(C2N(C(C3=C1C=CC=C3)=O)CCC2)=O (10-Methyl-2,3-dihydro-1H-pyrrolo[2,1-c][1,4]benzodiazapine-5,11(10H,11aH)-dione). As a reaction SMILES: [CH2:1]1[C@H:5]2[C:6](=[O:16])[NH:7][C:8]3[CH:15]=[CH:14][CH:13]=[CH:12][C:9]=3[C:10](=[O:11])[N:4]2[CH2:3][CH2:2]1.[H-].[Na+].[CH3:19]I.O>CN(C=O)C>[CH3:19][N:7]1[C:8]2[CH:15]=[CH:14][CH:13]=[CH:12][C:9]=2[C:10](=[O:11])[N:4]2[CH2:3][CH2:2][CH2:1][CH:5]2[C:6]1=[O:16] |f:1.2|. Procedure: To (S)-(+)-2,3-dihydro-1H-pyrrolo[2,1-c][1,4]benzodiazapine-5,11(10H,11aH)-dione (9.9 g, 45.8 mmol) in DMF (150 ml) at 0° C. was added NaH (2.0 g, 50.4 mmol). The mixture was warmed to room temperature and stirred for 1 h before methyl iodide (8.56 ml, 137 mmol) was added dropwise, After stirring for an additional 1 h, the mixture was dumped into water (1 l) and extracted with ethyl acetate (3×100 ml). The combined extracts were washed with water, dried over magnesium sulfate, filtered, and conc... Reactants: BrC1=NC(=CC=C1)CF (2-bromo-6-(fluoromethyl)pyridine), C(C)(C)(C)OC(N(C(C#CCC)=O)C1=CC=C(C=C1)F)=O ((4-fluoro-phenyl)-pentynoyl-carbamic acid tert-butyl ester). Product: C(C)(C)(C)OC(N(C1=CC=C(C=C1)F)C(CCC#CC1=NC(=CC=C1)CF)=O)=O ([5-(6-fluoromethyl-pyridin-2-yl)-pent-4-ynoyl]-(4-fluoro-phenyl)-carbamic acid tert-butyl ester). Isolated yield 78.9%. As a reaction SMILES: Br[C:2]1[CH:7]=[CH:6][CH:5]=[C:4]([CH2:8][F:9])[N:3]=1.[C:10]([O:14][C:15](=[O:30])[N:16]([C:23]1[CH:28]=[CH:27][C:26]([F:29])=[CH:25][CH:24]=1)[C:17](=[O:22])[C:18]#[C:19][CH2:20][CH3:21])([CH3:13])([CH3:12])[CH3:11]>>[C:10]([O:14][C:15](=[O:30])[N:16]([C:17](=[O:22])[CH2:18][CH2:19][C:20]#[C:21][C:2]1[CH:7]=[CH:6][CH:5]=[C:4]([CH2:8][F:9])[N:3]=1)[C:23]1[CH:24]=[CH:25][C:26]([F:29])=[CH:27][CH:28]=1)([CH3:13])([CH3:11])[CH3:12]. Reported procedure: The title compound was prepared in accordance with the general method of Example 1, from 2-bromo-6-(fluoromethyl)pyridine (180 mg, 0.95 mmol, Example 190(E)) and (4-fluoro-phenyl)-pentynoyl-carbamic acid tert-butyl ester (276 mg, 0.95 mmol). Reaction time: 3 hours. The crude residue was purified by flash chromatography (cyclohexane/AcOEt 4:1) to yield 300 mg (0.75 mmol, 79%) of [5-(6-fluoromethyl-pyridin-2-yl)-pent-4-ynoyl]-(4-fluoro-phenyl)-carbamic acid tert-butyl ester as a white solid.